From a dataset of the Open Reaction Database (ORD), a public repository of structured organic reaction records. describe an organic reaction: reactants, conditions, products, and yield The reactants are C(C)OC(CC(CC(CCCCC1=CC(=NC(=N1)N)N)=O)C=1C=NC(=NC1)C)=O (9-(2,4-Diaminopyrimidin-6-yl)-3-(2-methyl-pyrimidin-5-yl)-5-oxo-nonanoic acid ethyl ester), [Li+].[OH-] (LiOH). The solvent is C1CCOC1 (THF), O (water). Run at time 1 hour. The product is NC1=NC(=CC(=N1)N)CCCCC(CC(CC(=O)O)C=1C=NC(=NC1)C)=O (9-(2,4-Diaminopyrimidin-6-yl)-3-(2-methyl-pyrimidin-5-yl)-5-oxo-nonanoic acid). As a reaction SMILES: C([O:3][C:4](=[O:29])[CH2:5][CH:6]([C:22]1[CH:23]=[N:24][C:25]([CH3:28])=[N:26][CH:27]=1)[CH2:7][C:8](=[O:21])[CH2:9][CH2:10][CH2:11][CH2:12][C:13]1[N:18]=[C:17]([NH2:19])[N:16]=[C:15]([NH2:20])[CH:14]=1)C.[Li+].[OH-]>C1COCC1.O>[NH2:19][C:17]1[N:16]=[C:15]([NH2:20])[CH:14]=[C:13]([CH2:12][CH2:11][CH2:10][CH2:9][C:8](=[O:21])[CH2:7][CH:6]([C:22]2[CH:27]=[N:26][C:25]([CH3:28])=[N:24][CH:23]=2)[CH2:5][C:4]([OH:29])=[O:3])[N:18]=1 |f:1.2|. Reported procedure: The ester 15-6 (20 mg, 0.05 mmol) in THF (10 mL) and water (10 mL) was treated with 1 N LiOH (1.0 mL, 1.0 mmol). After stirring at room temperature for 1 hour, the solution was concentrated to 5 mL and purified by reverse phase HPLC (preppak C-18 column; water/acetonitrile/0.1% TFA gradient). After lyophilization, the title compound 15-7 (TFA salt) was obtained as a white powder.